From a dataset of the Open Reaction Database (ORD), a public repository of structured organic reaction records. describe an organic reaction: reactants, conditions, products, and yield Starting materials: O1C(CC(=O)OC)C1 (methyl 3,4-epoxybutanoate), Cl.CC(C)C1NCC(N1)=O (2-(1-methylethyl)-4-imidazolidinone hydrochloride), N1C(CNC12CCCCC2)=O (1,4-diazaspiro[4,5]decan-2-one), C([O-])([O-])=O.[K+].[K+] (potassium carbonate). Solvent: CC(=O)C (acetone), O (water). Conditions: temperature 70 celsius, time 45 hour. Product: CN1C(NC(C1)=O)C(C)C.OC(CC(=O)[O-])C (methyl 2-(1-methylethyl)-4-oxoimidazolidine β-hydroxybutanoate). Reaction SMILES: Cl.[CH3:2][CH:3]([CH:5]1[NH:9][C:8](=[O:10])[CH2:7][NH:6]1)[CH3:4].N1C2(CCCCC2)NC[C:12]1=O.C(=O)([O-])[O-].[K+].[K+].[O:28]1[CH2:35][CH:29]1[CH2:30][C:31]([O:33]C)=[O:32]>CC(C)=O.O>[CH3:12][N:6]1[CH2:7][C:8](=[O:10])[NH:9][CH:5]1[CH:3]([CH3:4])[CH3:2].[OH:28][CH:29]([CH3:35])[CH2:30][C:31]([O-:33])=[O:32] |f:0.1,3.4.5,9.10|. Procedure: 12 g 2-(1-methylethyl)-4-imidazolidinone hydrochloride ((5); R4 =H, R5 =isopropyl) (0.073 moles) are shaken with 20 ml water and treated with 5 g potassium carbonate (0.036 moles). 8.5 g methyl 3,4-epoxybutanoate (0.073 moles) and 12 ml acetone are added. The mixture is stirred for 45 h at 70° C. After evaporating, the residue is chromatographed on silica, eluting with 8:2 ethyl acetate/methanol. The main fractions are combined and evaporated. 2.5 g of methyl 2-(1-methylethyl)-4-oxoimidazolidine...